Task: describe an organic reaction: reactants, conditions, products, and yield. Dataset: the Open Reaction Database (ORD), a public repository of structured organic reaction records The solvent is C1(=CC=CC=C1)C (toluene), C1(=CC=CC=C1)C (toluene), C1(=CC=CC=C1)C (toluene). As a reaction SMILES: [CH2:1]([NH2:5])[CH2:2][CH2:3][CH3:4].[C:6]1([C:12]2[CH:17]=[CH:16][CH:15]=[C:14]([C:18]3[CH:23]=[CH:22][CH:21]=[CH:20][CH:19]=3)[C:13]=2[NH:24][C:25]2[C:26](=O)[CH2:27][CH2:28][CH2:29][CH:30]=2)[CH:11]=[CH:10][CH:9]=[CH:8][CH:7]=1>C1(C)C=CC=CC=1.[Ti](Cl)(Cl)(Cl)Cl>[CH2:1](/[N:5]=[C:26]1\[CH2:27][CH2:28][CH2:29][CH:30]=[C:25]\1[NH:24][C:13]1[C:14]([C:18]2[CH:19]=[CH:20][CH:21]=[CH:22][CH:23]=2)=[CH:15][CH:16]=[CH:17][C:12]=1[C:6]1[CH:11]=[CH:10][CH:9]=[CH:8][CH:7]=1)[CH2:2][CH2:3][CH3:4]. Reagents/catalysts: [Ti](Cl)(Cl)(Cl)Cl (titanium(IV) chloride). The yield is 94.2%. Run at time 1 hour. The product is C(CCC)\N=C\1/CCCC=C1NC1=C(C=CC=C1C1=CC=CC=C1)C1=CC=CC=C1 ((6E)-6-(butylimino)-N-(1,1′:3′,1″-terphenyl)-2′-yl-1-cyclohexen-1-amine). Starting materials: C(CCC)N (n-butylamine), C1(=CC=CC=C1)C1=C(C(=CC=C1)C1=CC=CC=C1)NC=1C(CCCC1)=O (2-((1,1′:3′,1″-terphenyl)-2′-ylamino)-2-cyclohexen-1-one). Procedure details: Follow a procedure similar to that of Preparation 2 except use n-butylamine (0.53 mL, 5.3406 mmol); toluene (7.0 mL); a solution of titanium(IV) chloride (0.1006 g, 0.5303 mmol) in toluene (3.0 mL); stir the resulting solution for 1 hour; then add a solution of 2-((1,1′:3′,1″-terphenyl)-2′-ylamino)-2-cyclohexen-1-one (0.3062 g, 0.9021 mmol, Preparation 7) in toluene (2.0 mL); toluene rinse (1.0 mL); to afford after isolation 0.3352 g (94.18%) of the product (J) as a brown oil.